From a dataset of the Open Reaction Database (ORD), a public repository of structured organic reaction records. describe an organic reaction: reactants, conditions, products, and yield Reactants: [Cl-].[Al+3].[Cl-].[Cl-] (aluminium chloride), ice, C(C)OC(=O)C1OC2=C(O1)C=CC(=C2)C (5-methyl-1,3-benzodioxole-2-carboxylic acid ethyl ester), C1(=CC=CC=C1)S(=O)Cl (phenylsulphinic acid chloride). Run in ClCCCl (1,2-dichloroethane), ClC(C)Cl (dichloroethane). Yields the product C(C)OC(=O)C1OC2=C(O1)C=C(C(=C2)S(=O)C2=CC=CC=C2)C (5-phenylsulphinyl-6-methyl-1,3-benzodioxole-2-carboxylic acid ethyl ester). Reaction SMILES: [CH2:1]([O:3][C:4]([CH:6]1[O:10][C:9]2[CH:11]=[CH:12][C:13]([CH3:15])=[CH:14][C:8]=2[O:7]1)=[O:5])[CH3:2].[C:16]1([S:22](Cl)=[O:23])[CH:21]=[CH:20][CH:19]=[CH:18][CH:17]=1.[Cl-].[Al+3].[Cl-].[Cl-]>ClCCCl.ClC(Cl)C>[CH2:1]([O:3][C:4]([CH:6]1[O:7][C:8]2[CH:14]=[C:13]([CH3:15])[C:12]([S:22]([C:16]3[CH:21]=[CH:20][CH:19]=[CH:18][CH:17]=3)=[O:23])=[CH:11][C:9]=2[O:10]1)=[O:5])[CH3:2] |f:2.3.4.5|. Procedure details: 20.8 g (0.1 mol) of 5-methyl-1,3-benzodioxole-2-carboxylic acid ethyl ester Example 2b) and 19.2 g (0.125 mol) of phenylsulphinic acid chloride are dissolved in 200 ml of 1,2-dichloroethane and cooled to 5° using an ice-bath. 13.3 g (0.1 mol) of aluminium chloride are introduced in the course of approximately 15 minutes at from 5°-10° while stirring. The mixture is stirred for a further hour in the ice-bath and is then poured out onto ice-water. The resulting emulsion is diluted with 200 ml of d... Starting materials: BrC=1C=C(C=CC1)C1NC2=CC=C(C=C2C(C1)(C)C)C#N (2-(3-bromo-phenyl)-4,4-dimethyl-1,2,3,4-tetrahydro-quinoline-6-carbonitrile), [H-].[Na+] (sodium hydride), oil, IC (iodomethane). The solvent is CN(C=O)C (N,N-dimethylformamide). Conditions: temperature 0 celsius, time 30 minute. The product is BrC=1C=C(C=CC1)C1N(C2=CC=C(C=C2C(C1)(C)C)C#N)C (2-(3-bromo-phenyl)-1,4,4-trimethyl-1,2,3,4-tetrahydro-quinoline-6-carbonitrile). Isolated yield 25.0%. As a reaction SMILES: [Br:1][C:2]1[CH:3]=[C:4]([CH:8]2[CH2:17][C:16]([CH3:19])([CH3:18])[C:15]3[C:10](=[CH:11][CH:12]=[C:13]([C:20]#[N:21])[CH:14]=3)[NH:9]2)[CH:5]=[CH:6][CH:7]=1.[H-].[Na+].I[CH3:25]>CN(C)C=O>[Br:1][C:2]1[CH:3]=[C:4]([CH:8]2[CH2:17][C:16]([CH3:18])([CH3:19])[C:15]3[C:10](=[CH:11][CH:12]=[C:13]([C:20]#[N:21])[CH:14]=3)[N:9]2[CH3:25])[CH:5]=[CH:6][CH:7]=1 |f:1.2|. Procedure details: To a stirred solution of 2-(3-bromo-phenyl)-4,4-dimethyl-1,2,3,4-tetrahydro-quinoline-6-carbonitrile (4.2 g, 12.4 mmol) in N,N-dimethylformamide (15 mL) was added a 60% dispersion of sodium hydride in mineral oil (1.5 g, 37.2 mmol) portionwise at 0° C. The mixture was stirred at 0° C. for 30 min and then iodomethane (2.4 mL, 37.2 mmol) was added to above mixture dropwise at 0° C. The solution was stirred at 0° C. for 2 h and then extracted with ethyl acetate, washed with brine, dried over anhydr... The reactants are C(C)OC(C1=CN=C(C(=C1)Cl)Cl)=O (5,6-dichloronicotinic acid ethyl ester), C1=CC=C(C=C1)P(C2=CC=CC=C2)C3=CC=CC=C3 (PPh3), O1CCOCC1 (dioxane). The reagents and catalysts are C=1C=CC(=CC1)[P](C=2C=CC=CC2)(C=3C=CC=CC3)[Pd]([P](C=4C=CC=CC4)(C=5C=CC=CC5)C=6C=CC=CC6)([P](C=7C=CC=CC7)(C=8C=CC=CC8)C=9C=CC=CC9)[P](C=1C=CC=CC1)(C=1C=CC=CC1)C=1C=CC=CC1 (Pd(PPh3)4). The solvent is C(=O)([O-])[O-].[K+].[K+] (K2CO3), CCOCC (ether). Run at temperature 100 celsius, time 1.5 hour. Yields the product C(C)OC(C1=CN=C(C(=C1)Cl)C=C(C)C)=O (5-chloro-6-(2-methyl-propenyl)-nicotinic acid ethyl ester). RXN SMILES: [CH2:1]([O:3][C:4](=[O:13])[C:5]1[CH:10]=[C:9]([Cl:11])[C:8](Cl)=[N:7][CH:6]=1)[CH3:2].C1C=CC(P([C:27]2[CH:32]=[CH:31]C=CC=2)C2C=CC=CC=2)=CC=1.O1CCOC[CH2:34]1>C([O-])([O-])=O.[K+].[K+].CCOCC.C1C=CC([P]([Pd]([P](C2C=CC=CC=2)(C2C=CC=CC=2)C2C=CC=CC=2)([P](C2C=CC=CC=2)(C2C=CC=CC=2)C2C=CC=CC=2)[P](C2C=CC=CC=2)(C2C=CC=CC=2)C2C=CC=CC=2)(C2C=CC=CC=2)C2C=CC=CC=2)=CC=1>[CH2:1]([O:3][C:4](=[O:13])[C:5]1[CH:10]=[C:9]([Cl:11])[C:8]([CH:34]=[C:32]([CH3:31])[CH3:27])=[N:7][CH:6]=1)[CH3:2] |f:3.4.5,^1:53,55,74,93|. Procedure: To a solution of 5,6-dichloronicotinic acid ethyl ester (2.40 g, 10.9 mmol) and 2,4,6-tris-(2-methyl-propenyl)-cyclotriboroxane pyridine complex (2.02 g, 6.22 mmol, prepared in analogy to a procedure given by F. Kerins, D. F. O'Shea J. Org. Chem. 67 (2002) 4968-4971) in dioxane (40 mL) and 2 M aq. K2CO3 solution (10 mL), PPh3 (114 mg, 0.436 mmol) is added. The mixture is degassed and put under N2 before Pd(PPh3)4 (160 mg, 0.218 mmol) is added. The mixture is stirred at 100° C. for 1.5 h before a... The reactants are C(C)OC(CN(CC(=O)OCC)C(C1=CC(=CC=C1)[N+](=O)[O-])=O)=O (N-(3-nitrobenzoyl)-N-(2-ethoxy-2-oxoethyl) glycine ethyl ester), [H][H] (hydrogen). The reagents and catalysts are [Pd] (palladium on carbon). Run in C1CCOC1 (THF), C(C)(=O)OCC (ethyl acetate). The product is C(C)OC(CN(CC(=O)OCC)C(C1=CC(=CC=C1)N)=O)=O (N-(3-Aminobenzoyl)-N-(2-ethoxy-2-oxoethyl)glycine ethyl ester). Reaction SMILES: [CH2:1]([O:3][C:4](=[O:24])[CH2:5][N:6]([C:13](=[O:23])[C:14]1[CH:19]=[CH:18][CH:17]=[C:16]([N+:20]([O-])=O)[CH:15]=1)[CH2:7][C:8]([O:10][CH2:11][CH3:12])=[O:9])[CH3:2].[H][H]>[Pd].C1COCC1.C(OCC)(=O)C>[CH2:11]([O:10][C:8](=[O:9])[CH2:7][N:6]([C:13](=[O:23])[C:14]1[CH:19]=[CH:18][CH:17]=[C:16]([NH2:20])[CH:15]=1)[CH2:5][C:4]([O:3][CH2:1][CH3:2])=[O:24])[CH3:12]. Reported procedure: A mixture of 3.3 g of N-(3-nitrobenzoyl)-N-(2-ethoxy-2-oxoethyl) glycine ethyl ester and 0.5 g of 10% palladium on carbon in 40 ml THF and 40 ml ethyl acetate was stirred in a hydrogen atmosphere for 16 hours. The catalyst was removed by filtration and the filtrate was concentrated at reduced pressure to an oil which was purified by HPLC using 50% ethyl acetate-hexane to remove an impurity and ethyl acetate to elute 3.1 g of N-(3-aminobenzoyl)-N-(2-ethoxy-2-oxoethyl)glycine ethyl ester as an oil... Starting materials: CC(C)CCO, CN1CCOCC1, O=C(O)c1ccc(Cl)c([N+](=O)[O-])c1, [Cu], Nc1ccccc1. Yields the product O=C(O)c1ccc(Nc2ccccc2)c([N+](=O)[O-])c1. RXN SMILES: [CH2:29]([OH:30])[CH2:31][CH:32]([CH3:33])[CH3:34].[CH3:21][N:22]1[CH2:23][CH2:24][O:25][CH2:26][CH2:27]1.[Cl:1][c:2]1[c:3]([N+:11](=[O:12])[O-:13])[cH:4][c:5]([C:6](=[O:7])[OH:8])[cH:9][cH:10]1.[Cu:28].[NH2:14][c:15]1[cH:16][cH:17][cH:18][cH:19][cH:20]1>>[c:2]1([NH:14][c:15]2[cH:16][cH:17][cH:18][cH:19][cH:20]2)[c:3]([N+:11](=[O:12])[O-:13])[cH:4][c:5]([C:6](=[O:7])[OH:8])[cH:9][cH:10]1. The reactants are [H-].[Al+3].[Li+].[H-].[H-].[H-] (Lithiumaluminiumhydrid), ClCCl (dichloromethane), N1(CCCC1)[C@@H](C(=O)N)C ((R)-2-pyrrolidin-1-yl-propionamide), CO (methanol). Run in C1CCOC1 (THF). Conditions: temperature 50 celsius, time 48 hour. Product: N1(CCCC1)[C@@H](CN)C ((R)-2-pyrrolidin-1-yl-propylamine). RXN SMILES: [H-].[Al+3].[Li+].[H-].[H-].[H-].[N:7]1([C@H:12]([CH3:16])[C:13]([NH2:15])=O)[CH2:11][CH2:10][CH2:9][CH2:8]1.CO.ClCCl>C1COCC1>[N:7]1([C@H:12]([CH3:16])[CH2:13][NH2:15])[CH2:11][CH2:10][CH2:9][CH2:8]1 |f:0.1.2.3.4.5|. Procedure details: Under a nitrogen atmosphere 31.65 ml 1 M Lithiumaluminiumhydrid solution (THF) are taken and combined with 1 g (7.032 mmol) (R)-2-pyrrolidin-1-yl-propionamide, dissolved in 2 ml THF, at 0° C. The reaction mixture is stirred for 48 h at 50° C. The reaction mixture is combined with 100 ml of methanol and then with the same amount of dichloromethane while cooling with ice. Approx. 25 g silica gel are added to this mixture and the solvent is eliminated in vacuo. This silica gel applied to a suction ...